Dataset: the Open Reaction Database (ORD), a public repository of structured organic reaction records. Task: describe an organic reaction: reactants, conditions, products, and yield Reactants: C(=C)[Sn](CCCC)(CCCC)CCCC (vinyltributyltin), [Cl-].[Li+] (lithium chloride), [F-].[K+] (potassium fluoride), ClC1=NC=C(C(=O)OC)C=C1 (Methyl 6-chloronicotinate). The reagents and catalysts are CC1=C([P](C2=C(C)C=CC=C2)([Pd]([P](C3=C(C)C=CC=C3)(C4=C(C)C=CC=C4)C(C=CC=C5)=C5C)(Cl)Cl)C6=C(C)C=CC=C6)C=CC=C1 (dichlorobis(tri-o-tolylphosphine)palladium). Run in CN(C)C=O (DMF). Run at temperature 100 celsius, time 2 hour. The product is C(=C)C1=NC=C(C(=O)OC)C=C1 (methyl 6-vinylnicotinate). The yield is 85.1%. Reaction SMILES: Cl[C:2]1[CH:11]=[CH:10][C:5]([C:6]([O:8][CH3:9])=[O:7])=[CH:4][N:3]=1.[CH:12]([Sn](CCCC)(CCCC)CCCC)=[CH2:13].[Cl-].[Li+].[F-].[K+]>CN(C=O)C.CC1C=CC=CC=1[P](C1C=CC=CC=1C)([Pd](Cl)(Cl)[P](C1=C(C)C=CC=C1)(C1C=CC=CC=1C)C1C=CC=CC=1C)C1C=CC=CC=1C>[CH:12]([C:2]1[CH:11]=[CH:10][C:5]([C:6]([O:8][CH3:9])=[O:7])=[CH:4][N:3]=1)=[CH2:13] |f:2.3,4.5,^1:42,53|. Procedure: step 1 Methyl 6-chloronicotinate (1.51 g, 8.79 mmol) was dissolved in DMF (35 mL), vinyltributyltin (3.32 mL, 11.4 mmol), dichlorobis(tri-o-tolylphosphine)palladium (206 mg, 0.262 mmol) and lithium chloride (554 mg, 13.1 mmol) were added and the mixture was stirred at 100° C. for 2 hr. The mixture was allowed to cool to room temperature, and an aqueous potassium fluoride solution was added thereto. The mixture was filtered through Celite and the residue was washed with ethyl acetate. To the obta... As a reaction SMILES: Br[C:2]1[CH:9]=[CH:8][C:5]([C:6]#[N:7])=[CH:4][C:3]=1[CH3:10].[CH:11]([Sn](CCCC)(CCCC)CCCC)=[CH2:12]>C1(C)C=CC=CC=1.C1C=CC([P]([Pd]([P](C2C=CC=CC=2)(C2C=CC=CC=2)C2C=CC=CC=2)([P](C2C=CC=CC=2)(C2C=CC=CC=2)C2C=CC=CC=2)[P](C2C=CC=CC=2)(C2C=CC=CC=2)C2C=CC=CC=2)(C2C=CC=CC=2)C2C=CC=CC=2)=CC=1>[CH3:10][C:3]1[CH:4]=[C:5]([CH:8]=[CH:9][C:2]=1[CH:11]=[CH2:12])[C:6]#[N:7] |^1:36,38,57,76|. Reactants: BrC1=C(C=C(C#N)C=C1)C (4-bromo-3-methylbenzonitrile), C(=C)[Sn](CCCC)(CCCC)CCCC (vinyltributyltin). The solvent is C1(=CC=CC=C1)C (toluene). Yields the product CC=1C=C(C#N)C=CC1C=C (3-Methyl-4-vinylbenzonitrile). Procedure details: 0.75 g (0.65 mmol) of tetrakis(triphenylphosphine)palladium(0) was added to a solution of 5.1 g (0.026 mol) of 4-bromo-3-methylbenzonitrile and 8.3 g (0.026 mol) of vinyltributyltin in 250 mL of toluene under argon, and the reaction was heated at reflux overnight. The mixture was filtered through a layer of celite and evaporated. The residue was flash chromatographed on silica gel with heptane:EtOAc (1:1) as eluant. Yield: 4.0 g (100%). Reagents/catalysts: C=1C=CC(=CC1)[P](C=2C=CC=CC2)(C=3C=CC=CC3)[Pd]([P](C=4C=CC=CC4)(C=5C=CC=CC5)C=6C=CC=CC6)([P](C=7C=CC=CC7)(C=8C=CC=CC8)C=9C=CC=CC9)[P](C=1C=CC=CC1)(C=1C=CC=CC1)C=1C=CC=CC1 (tetrakis(triphenylphosphine)palladium(0)). As a reaction SMILES: [CH3:1][c:2]1[cH:3][c:4]([C:11](=[O:12])[OH:13])[c:5]([C:7]([F:8])([F:9])[F:10])[o:6]1.[CH:14]1([CH2:17][CH2:18][NH:19][C:20](=[O:21])[c:22]2[n:23][n:24][c:25]([N:28]3[CH2:29][CH2:30][NH:31][CH2:32][CH2:33]3)[cH:26][cH:27]2)[CH2:15][CH2:16]1>>[CH3:1][c:2]1[cH:3][c:4]([C:11](=[O:13])[N:31]2[CH2:30][CH2:29][N:28]([c:25]3[n:24][n:23][c:22]([C:20]([NH:19][CH2:18][CH2:17][CH:14]4[CH2:15][CH2:16]4)=[O:21])[cH:27][cH:26]3)[CH2:33][CH2:32]2)[c:5]([C:7]([F:8])([F:9])[F:10])[o:6]1. Yields the product Cc1cc(C(=O)N2CCN(c3ccc(C(=O)NCCC4CC4)nn3)CC2)c(C(F)(F)F)o1. Reactants: Cc1cc(C(=O)O)c(C(F)(F)F)o1, O=C(NCCC1CC1)c1ccc(N2CCNCC2)nn1. Starting materials: ClC(Cl)Cl, CC(C)(C#N)Oc1ccc(Cl)cc1, CCC(N)(CO)CO, N, c1ccccc1. Yields the product CCC1(CO)COC(C(C)(C)Oc2ccc(Cl)cc2)=N1. As a reaction SMILES: [CH:23]([Cl:24])([Cl:25])[Cl:26].[Cl:1][c:2]1[cH:3][cH:4][c:5]([O:6][C:7]([C:8]#[N:9])([CH3:10])[CH3:11])[cH:12][cH:13]1.[NH2:14][C:15]([CH2:16][OH:17])([CH2:18][OH:19])[CH2:20][CH3:21].[NH3:22].[cH:27]1[cH:28][cH:29][cH:30][cH:31][cH:32]1>>[Cl:1][c:2]1[cH:3][cH:4][c:5]([O:6][C:7]([C:8]2=[N:9][C:15]([CH2:18][OH:19])([CH2:20][CH3:21])[CH2:16][O:17]2)([CH3:10])[CH3:11])[cH:12][cH:13]1. The reactants are C([O-])(O)=O.[Na+] (sodium bicarbonate), C(CO)O (Ethylene glycol), C1(=CC=C(C=C1)S(=O)(=O)O)C (p-toluenesulphonic acid), C(C1=CC=CC=C1)N(C(=O)CCC(=O)N1[C@@H](CCC1)C=O)C ((2S)-1-[3-(N-benzyl-N-methylcarbamoyl) propanoyl]pyrrolidin-2-al). Run in C1=CC=CC=C1 (benzene). Product: C(C1=CC=CC=C1)N(C(=O)CCC(=O)N1[C@@H](CCC1)C1OCCO1)C (2-[(2S)-1-[3-(N-benzyl-N-methylcarbamoyl)propanoyl]pyrrolidin-2-yl]-1,3-dioxolane). RXN SMILES: [CH2:1]([OH:4])[CH2:2][OH:3].C1(C)C=CC(S(O)(=O)=O)=CC=1.[CH2:16]([N:23]([CH3:37])[C:24]([CH2:26][CH2:27][C:28]([N:30]1[CH2:34][CH2:33][CH2:32][C@H:31]1[CH:35]=O)=[O:29])=[O:25])[C:17]1[CH:22]=[CH:21][CH:20]=[CH:19][CH:18]=1.C(=O)(O)[O-].[Na+]>C1C=CC=CC=1>[CH2:16]([N:23]([CH3:37])[C:24]([CH2:26][CH2:27][C:28]([N:30]1[CH2:34][CH2:33][CH2:32][C@H:31]1[CH:35]1[O:4][CH2:1][CH2:2][O:3]1)=[O:29])=[O:25])[C:17]1[CH:18]=[CH:19][CH:20]=[CH:21][CH:22]=1 |f:3.4|. Procedure details: Ethylene glycol (0.3 ml), p-toluenesulphonic acid (1 mg) were added to a solution of (2S)-1-[3-(N-benzyl-N-methylcarbamoyl) propanoyl]pyrrolidin-2-al (164 mg) in benzene (3 ml). The mixture was refluxed for 1 hr. The reaction solution was poured into a saturated aq. solution of sodium bicarbonate. The mixture was extracted with benzene. The extract was washed, dried, and evaporated. The residue was purified by column chromatography on silica gel (CH3OH-EtOAc-CH2Cl2) to give the title compound (7...